From a dataset of the Open Reaction Database (ORD), a public repository of structured organic reaction records. describe an organic reaction: reactants, conditions, products, and yield Starting materials: CN(C=CC(=O)C1=C(N=C2OC=CN21)C2=CC=C(C=C2)F)C (3-(dimethylamino)-1-[6-(4-fluorophenyl)imidazo[2,1-b][1,3]oxazol-5-yl]prop-2-en-1-one), Cl.NC(=N)NC1CCN(CC1)C(=O)OC(C)(C)C (tert-butyl 4-{[amino(imino)methyl]amino}-piperidine-1-carboxylate hydrochloride), [O-]CC.[Na+] (sodium ethoxide). Solvent: C(C)O (ethanol), C(C)O (ethanol). The product is FC1=CC=C(C=C1)C=1N=C2OC=CN2C1C1=NC(=NC=C1)NC1CCN(CC1)C(=O)OC(C)(C)C (tert-butyl 4-({4-[6-(4-fluorophenyl)imidazo[2,1-b][1,3]oxazol-5-yl]pyrimidin-2-yl}amino)piperidine-1-carboxylate). Yield: 65.3%. Reaction SMILES: CN(C)[CH:3]=[CH:4][C:5]([C:7]1[N:14]2[C:10]([O:11][CH:12]=[CH:13]2)=[N:9][C:8]=1[C:15]1[CH:20]=[CH:19][C:18]([F:21])=[CH:17][CH:16]=1)=O.Cl.[NH2:24][C:25]([NH:27][CH:28]1[CH2:33][CH2:32][N:31]([C:34]([O:36][C:37]([CH3:40])([CH3:39])[CH3:38])=[O:35])[CH2:30][CH2:29]1)=[NH:26].[O-]CC.[Na+]>C(O)C>[F:21][C:18]1[CH:17]=[CH:16][C:15]([C:8]2[N:9]=[C:10]3[N:14]([C:7]=2[C:5]2[CH:4]=[CH:3][N:24]=[C:25]([NH:27][CH:28]4[CH2:33][CH2:32][N:31]([C:34]([O:36][C:37]([CH3:40])([CH3:39])[CH3:38])=[O:35])[CH2:30][CH2:29]4)[N:26]=2)[CH:13]=[CH:12][O:11]3)=[CH:20][CH:19]=1 |f:1.2,3.4|. Procedure details: A mixture of 3-(dimethylamino)-1-[6-(4-fluorophenyl)imidazo[2,1-b][1,3]oxazol-5-yl]prop-2-en-1-one (4.24 g, 14.2 mmol) and tert-butyl 4-{[amino(imino)methyl]amino}-piperidine-1-carboxylate hydrochloride (5.92 g, 21.2 mmol) was diluted with 40 ml of absolute ethanol and treated with 1.35 eq. of a 21% w/w solution of sodium ethoxide in ethanol (7.2 ml) to form a reaction mixture. The reaction mixture was heated to reflux for 15 hours. Volatiles were removed in vacuo and the residue was taken up in... Reactants: [OH-].[Na+] (sodium hydroxide), N([C@@H](COC(C)(C)C)C(=O)N[C@@H](COC(C)(C)C)C(=O)N[C@@H](CC(N)=O)C(=O)N[C@@H](C)C(=O)OC)C(=O)OCC1=CC=CC=C1 (Z-Ser(But)Ser(But)-Asn-Ala-OMe), Cl (hydrochloric acid). Solvent: CO (methanol). The product is N([C@@H](COC(C)(C)C)C(=O)N[C@@H](COC(C)(C)C)C(=O)N[C@@H](CC(N)=O)C(=O)N[C@@H](C)C(=O)O)C(=O)OCC1=CC=CC=C1 (Z-Ser(But)-Ser(But)-Asn-Ala-OH). Reaction SMILES: [OH-].[Na+].[NH:3]([C:38]([O:40][CH2:41][C:42]1[CH:47]=[CH:46][CH:45]=[CH:44][CH:43]=1)=[O:39])[C@H:4]([C:11]([NH:13][C@H:14]([C:21]([NH:23][C@H:24]([C:29]([NH:31][C@H:32]([C:34]([O:36]C)=[O:35])[CH3:33])=[O:30])[CH2:25][C:26](=[O:28])[NH2:27])=[O:22])[CH2:15][O:16][C:17]([CH3:20])([CH3:19])[CH3:18])=[O:12])[CH2:5][O:6][C:7]([CH3:10])([CH3:9])[CH3:8].Cl>CO>[NH:3]([C:38]([O:40][CH2:41][C:42]1[CH:43]=[CH:44][CH:45]=[CH:46][CH:47]=1)=[O:39])[C@H:4]([C:11]([NH:13][C@H:14]([C:21]([NH:23][C@H:24]([C:29]([NH:31][C@H:32]([C:34]([OH:36])=[O:35])[CH3:33])=[O:30])[CH2:25][C:26](=[O:28])[NH2:27])=[O:22])[CH2:15][O:16][C:17]([CH3:19])([CH3:18])[CH3:20])=[O:12])[CH2:5][O:6][C:7]([CH3:8])([CH3:9])[CH3:10] |f:0.1|. Reported procedure: 34 ml of 0.5 N-sodium hydroxide is added to 3.54 g of Z-Ser(But)Ser(But)-Asn-Ala-OMe in 34 ml of methanol. After 3 minutes 17 ml of 1 N-hydrochloric acid is added, the methanol is removed by evaporation for the most part and the product which has separated out is filtered. By crystallization from methanol-ether there is obtained pure Z-Ser(But)-Ser(But)-Asn-Ala-OH of melting point 180°-181°.